Task: describe an organic reaction: reactants, conditions, products, and yield. Dataset: the Open Reaction Database (ORD), a public repository of structured organic reaction records Product: ClC1=C(C(=CC(=C1)C(F)(F)F)Cl)N1N=C(C=C1C)C (1-(2,6-Dichloro-4-trifluoromethylphenyl)-3,5-dimethylpyrazole). Reaction SMILES: [CH3:1][C:2](=O)[CH2:3][C:4](=O)[CH3:5].[Cl:8][C:9]1[CH:14]=[C:13]([C:15]([F:18])([F:17])[F:16])[CH:12]=[C:11]([Cl:19])[C:10]=1[NH:20][NH2:21].C(O)(=O)C>C(O)C>[Cl:8][C:9]1[CH:14]=[C:13]([C:15]([F:16])([F:18])[F:17])[CH:12]=[C:11]([Cl:19])[C:10]=1[N:20]1[C:4]([CH3:5])=[CH:3][C:2]([CH3:1])=[N:21]1. Starting materials: CC(CC(C)=O)=O (Pentan-2,4-dione), ClC1=C(C(=CC(=C1)C(F)(F)F)Cl)NN (2,6-dichloro-4-trifluoromethylphenylhydrazine), C(C)(=O)O (acetic acid). The solvent is C(C)O (ethanol). Isolated yield 85.8%. Procedure details: Pentan-2,4-dione (0.100 g) was added to a stirred solution of 2,6-dichloro-4-trifluoromethylphenylhydrazine (0.245 g) in ethanol (4.5 ml), followed by glacial acetic acid (0.5 ml), at room temperature. The reaction mixture was heated under reflux for 1 hour, then evaporated under reduced pressure. The residue was purified by column chromatography on silica gel, using dichloromethane as eluant, to provide a colourless oil initially which crystallised, after removal of extraneous solvent in vacuo,... The reactants are OC=1N=C2N(C(C1)=O)CCS2 (2,3-dihydro-7-hydroxy-5-oxo-5H-thiazolo[3,2-a]pyrimidine), CN(C=O)C (dimethylformamide), P(=O)(Cl)(Cl)Cl (phosphorus oxychloride), ice water. Yields the product ClC=1N=C2N(C(C1C=O)=O)CCS2 (7-Chloro-2,3-dihydro-5-oxo-5H-thiazolo[3,2-a]pyrimidine-6-carbaldehyde). Yield: 69.0%. RXN SMILES: O[C:2]1[N:3]=[C:4]2[S:11][CH2:10][CH2:9][N:5]2[C:6](=[O:8])[CH:7]=1.CN(C)[CH:14]=[O:15].P(Cl)(Cl)([Cl:19])=O>>[Cl:19][C:2]1[N:3]=[C:4]2[S:11][CH2:10][CH2:9][N:5]2[C:6](=[O:8])[C:7]=1[CH:14]=[O:15]. Procedure details: In 40 ml of phosphorus oxychloride was dissolved 10.0 g (58.8 mmol) of 2,3-dihydro-7-hydroxy-5-oxo-5H-thiazolo[3,2-a]pyrimidine [J. Am. Chem. Soc., 64, 2709 (1942)], and 6.0 ml of dimethylformamide was added dropwise to the solution with stirring under ice-cooling. Then, the reaction mixture was heated under reflux for 30 minutes. After concentration of the reaction mixture to dryness under reduced pressure, the oily residue was poured by portions into ice water. The precipitated crystals were c... Starting materials: C1(=CC=CC=C1)N1C(N=NC1=O)=O.[Si](C)(C)(C(C)(C)C)O[C@H]1C[C@@H](CC2=CC=C3[C@@H]4CC[C@@H]([C@@]4(C)CC[C@@H]3[C@@]12C)COCCC(=O)N(C)C)O[Si](C)(C)C(C)(C)C (1α,3β-bis(tert-butyldimethylsilyloxy)-17β-(N,N-dimethylaminocarbonylethoxymethyl)androsta-5,7-diene 4-phenyl-1,2,4-triazoline-3,5-dione). The solvent is CN1C(N(CC1)C)=O (1,3-dimethyl-2-imidazolidinone). Reaction conditions: temperature 140 celsius. Yields the product [Si](C)(C)(C(C)(C)C)O[C@H]1C[C@@H](CC2=CC=C3[C@@H]4CC[C@@H]([C@@]4(C)CC[C@@H]3[C@@]12C)COCCC(=O)N(C)C)O[Si](C)(C)C(C)(C)C (1α,3β-bis(tert-butyldimethylsilyloxy)-17β-(N,N-dimethylaminocarbonylethoxymethyl)androsta-5,7-diene). RXN SMILES: C1(N2C(=O)N=NC2=O)C=CC=CC=1.[Si:14]([O:21][C@@H:22]1[C@@:39]2([CH3:40])[C:26](=[CH:27][CH:28]=[C:29]3[C@@H:38]2[CH2:37][CH2:36][C@@:34]2([CH3:35])[C@H:30]3[CH2:31][CH2:32][C@@H:33]2[CH2:41][O:42][CH2:43][CH2:44][C:45]([N:47]([CH3:49])[CH3:48])=[O:46])[CH2:25][C@@H:24]([O:50][Si:51]([C:54]([CH3:57])([CH3:56])[CH3:55])([CH3:53])[CH3:52])[CH2:23]1)([C:17]([CH3:20])([CH3:19])[CH3:18])([CH3:16])[CH3:15]>CN1CCN(C)C1=O>[Si:14]([O:21][C@@H:22]1[C@@:39]2([CH3:40])[C:26](=[CH:27][CH:28]=[C:29]3[C@@H:38]2[CH2:37][CH2:36][C@@:34]2([CH3:35])[C@H:30]3[CH2:31][CH2:32][C@@H:33]2[CH2:41][O:42][CH2:43][CH2:44][C:45]([N:47]([CH3:48])[CH3:49])=[O:46])[CH2:25][C@@H:24]([O:50][Si:51]([C:54]([CH3:57])([CH3:56])[CH3:55])([CH3:52])[CH3:53])[CH2:23]1)([C:17]([CH3:20])([CH3:19])[CH3:18])([CH3:16])[CH3:15] |f:0.1|. Reported procedure: To 1α,3β-bis(tert-butyldimethylsilyloxy)-17β-(N,N-dimethylaminocarbonylethoxymethyl)androsta-5,7-diene 4-phenyl-1,2,4-triazoline-3,5-dione adduct (2.3 g), was added 1,3-dimethyl-2-imidazolidinone (30 ml), followed by heating at 140° C. for 3 hours. The reaction mixture was extracted with hexane, the organic layer was washed with saturated brine, dried over anhydrous magnesium sulfate and evaporated under reduced pressure to remove the solvent. The resulting residue was purified by column chromat... Starting materials: CC1=C(C(CCC1)(C)C)CC=O (2,6,6-Trimethyl-1-cyclohexene-1-acetaldehyde), [Cl-].COC[P+](C1=CC=CC=C1)(C1=CC=CC=C1)C1=CC=CC=C1 (methoxymethyl triphenylphosphonium chloride), CC(C)([O-])C.[K+] (potassium tert-butoxide), dimethyl acetal. Product: CC1=C(C(CCC1)(C)C)CCC=O (3-(2,6,6-trimethyl-1-cyclohexen-1yl)propanal). Isolated yield 80.0%. Reaction SMILES: [CH3:1][C:2]1[CH2:7][CH2:6][CH2:5][C:4]([CH3:9])([CH3:8])[C:3]=1[CH2:10][CH:11]=O.[Cl-].[CH3:14][O:15]C[P+](C1C=CC=CC=1)(C1C=CC=CC=1)C1C=CC=CC=1.CC(C)([O-])C.[K+]>>[CH3:1][C:2]1[CH2:7][CH2:6][CH2:5][C:4]([CH3:8])([CH3:9])[C:3]=1[CH2:10][CH2:11][CH:14]=[O:15] |f:1.2,3.4|. Procedure details: 2,6,6-Trimethyl-1-cyclohexene-1-acetaldehyde is reacted with methoxymethyl triphenylphosphonium chloride in the presence of potassium tert-butoxide, followed by conversion to the dimethyl acetal and subsequent hydrolysis, as described in Example 1 above, to provide 3-(2,6,6-trimethyl-1-cyclohexen-1yl)propanal (80% yield) as a colorless oil after distillation in vacuo. This material (6.8 g) is reacted with triethyl 2-phosphonopropionate (10.6 ml) by the method of example 14(B) above, to provide 6... Starting materials: BrC(Br)(Br)Br, ClCCl, COCC1(CCO)CC(=O)N(C(C)c2ccccc2)C1, c1ccc(P(c2ccccc2)c2ccccc2)cc1. The product is COCC1(CCBr)CC(=O)N(C(C)c2ccccc2)C1. As a reaction SMILES: [C:1]([Br:2])([Br:3])([Br:4])[Br:5].[Cl:45][CH2:46][Cl:47].[OH:25][CH2:26][CH2:27][C:28]1([CH2:42][O:43][CH3:44])[CH2:29][C:30](=[O:41])[N:31]([CH:33]([CH3:34])[c:35]2[cH:36][cH:37][cH:38][cH:39][cH:40]2)[CH2:32]1.[c:6]1([P:7]([c:8]2[cH:9][cH:10][cH:11][cH:12][cH:13]2)[c:14]2[cH:15][cH:16][cH:17][cH:18][cH:19]2)[cH:20][cH:21][cH:22][cH:23][cH:24]1>>[CH2:1]([Br:5])[CH2:27][C:28]1([CH2:42][O:43][CH3:44])[CH2:29][C:30](=[O:41])[N:31]([CH:33]([CH3:34])[c:35]2[cH:36][cH:37][cH:38][cH:39][cH:40]2)[CH2:32]1. The reactants are C(=O)(O)C(C)N1CC(=CCC1)C1=NN=NN1 (5-(1-Carboxyethyl-1,2,5,6-tetrahydro-3-pyridyl)-tetrazole), [H][H] (hydrogen). The reagents and catalysts are [Pd] (palladium on charcoal). The solvent is C(C)(=O)OCC (ethyl acetate). Yields the product C(=O)(O)C(C)N1CC(CCC1)C1=NN=NN1 (5-(1-Carboxyethyl-3-piperidyl)-1H-tetrazole). Isolated yield 68.7%. As a reaction SMILES: [C:1]([CH:4]([N:6]1[CH2:11][CH2:10][CH:9]=[C:8]([C:12]2[NH:16][N:15]=[N:14][N:13]=2)[CH2:7]1)[CH3:5])([OH:3])=[O:2].[H][H]>C(OCC)(=O)C.[Pd]>[C:1]([CH:4]([N:6]1[CH2:11][CH2:10][CH2:9][CH:8]([C:12]2[NH:16][N:15]=[N:14][N:13]=2)[CH2:7]1)[CH3:5])([OH:3])=[O:2]. Reported procedure: To a solution of 5 (14.9 g, 0.078 mol) in ethyl acetate (160 ml) acetic acid (25 ml) and 5% palladium on charcoal (1.25 g) were added. The mixture was shaken for 24 hours with 3.5 atm. of hydrogen pressure. The mixture was filtered and evaporated to yield the title compound as an oil (12.07 g, 80%). Isolated yield 32.0%. Run in CN1CCCC1=O (NMP), CO (MeOH). RXN SMILES: Cl[C:2]1[C:3]2[N:4]([CH:11]=[CH:12][CH:13]=2)[N:5]=[CH:6][C:7]=1[C:8]([NH2:10])=[O:9].Cl.[F:15][C:16]([CH3:21])([CH3:20])[C@H:17]([NH2:19])[CH3:18].C(N(C(C)C)CC)(C)C>CN1C(=O)CCC1.CO>[F:15][C:16]([CH3:21])([CH3:20])[C@H:17]([NH:19][C:2]1[C:3]2[N:4]([CH:11]=[CH:12][CH:13]=2)[N:5]=[CH:6][C:7]=1[C:8]([NH2:10])=[O:9])[CH3:18] |f:1.2|. Reported procedure: A solution of 4-chloropyrrolo[1,2-b]pyridazine-3-carboxamide (Preparation 3, 50 mg, 0.26 mmol), (R)-2-Fluoro-1,2-dimethyl-propylamine hydrochloride salt (47 mg, 0.33 mmol, from step 3), and diisopropylethylamine (0.089 mL, 0.51 mmol) in NMP (0.5 mL) was heated to 100° C. for 1 hour in the CEM microwave. The mixture was cooled to rt, diluted with MeOH and purified by reverse-phase Prep HPLC (condition A). The fraction containing the major product was concentrated on the rotovap to remove the MeOH... Yields the product FC([C@@H](C)NC=1C=2N(N=CC1C(=O)N)C=CC2)(C)C (4-(((1R)-2-fluoro-1,2-dimethylpropyl)amino)pyrrolo[1,2-b]pyridazine-3-carboxamide). Reactants: ClC=1C=2N(N=CC1C(=O)N)C=CC2 (4-chloropyrrolo[1,2-b]pyridazine-3-carboxamide), Cl.FC([C@@H](C)N)(C)C ((R)-2-Fluoro-1,2-dimethyl-propylamine hydrochloride salt), C(C)(C)N(CC)C(C)C (diisopropylethylamine).